Dataset: the Open Reaction Database (ORD), a public repository of structured organic reaction records. Task: describe an organic reaction: reactants, conditions, products, and yield The reactants are COc1cc([N+](=O)[O-])ccc1S(=O)(=O)NC(C)(C)C, CCOC(C)=O, O=C(O)C(F)(F)F. Yields the product COc1cc([N+](=O)[O-])ccc1S(N)(=O)=O. RXN SMILES: [C:1]([CH3:2])([CH3:3])([CH3:4])[NH:5][S:6](=[O:7])(=[O:8])[c:9]1[c:10]([O:18][CH3:19])[cH:11][c:12]([N+:15](=[O:16])[O-:17])[cH:13][cH:14]1.[CH3:27][CH2:28][O:29][C:30](=[O:31])[CH3:32].[OH:20][C:21]([C:22]([F:23])([F:24])[F:25])=[O:26]>>[NH2:5][S:6](=[O:7])(=[O:8])[c:9]1[c:10]([O:18][CH3:19])[cH:11][c:12]([N+:15](=[O:16])[O-:17])[cH:13][cH:14]1. Reactants: BrCC(=O)OCC (ethyl bromoacetate), O (water), C(C)(C)[N-]C(C)C.[Li+] (lithium diisopropylamide), resultant solution, C1(=CC=CC=C1)C1=NOC2=C1C(CCC2)=O (6,7-dihydro-3-phenyl-1,2-benzisoxazol-4(5H)-one). The solvent is CCOCC (ether), O1CCCC1 (tetrahydrofuran). Run at temperature -78 celsius. Product: C(C)OC(CC1CCC2=C(C(=NO2)C2=CC=CC=C2)C1=O)=O (4,5,6,7-tetrahydro-4-oxo-3-phenyl-1,2-benzisoxazol-5-acetic acid ethyl ester). Reaction SMILES: [C:1]1([C:7]2[C:11]3[C:12](=[O:16])[CH2:13][CH2:14][CH2:15][C:10]=3[O:9][N:8]=2)[CH:6]=[CH:5][CH:4]=[CH:3][CH:2]=1.C([N-]C(C)C)(C)C.[Li+].Br[CH2:26][C:27]([O:29][CH2:30][CH3:31])=[O:28].O>O1CCCC1.CCOCC>[CH2:30]([O:29][C:27](=[O:28])[CH2:26][CH:13]1[C:12](=[O:16])[C:11]2[C:7]([C:1]3[CH:2]=[CH:3][CH:4]=[CH:5][CH:6]=3)=[N:8][O:9][C:10]=2[CH2:15][CH2:14]1)[CH3:31] |f:1.2|. Procedure: In 115 ml anhydrous tetrahydrofuran was dissolved 2.44 g of 6,7-dihydro-3-phenyl-1,2-benzisoxazol-4(5H)-one under nitrogen. The solution was cooled to -78° C. and 11.5 ml lithium diisopropylamide was added dropwise. The resultant solution was stirred for 15 minutes at -78° C. and ethyl bromoacetate (2.6 ml) was added. Upon warming to room temperature, the reaction mixture was poured into water and ether. The layers were separated and the aqueous phase was extracted three times with dichlorometha... The reactants are Cc1ccccc1, Cc1ccccc1, CC(C)(CO)c1ccc(Cl)c(Cl)c1, Fc1ccc(Oc2cccc(CBr)c2)cc1, [H-], [Na+], CN(C)C=O, O. The product is CC(C)(COCc1cccc(Oc2ccc(F)cc2)c1)c1ccc(Cl)c(Cl)c1. RXN SMILES: [CH3:38][c:39]1[cH:40][cH:41][cH:42][cH:43][cH:44]1.[CH3:45][c:46]1[cH:47][cH:48][cH:49][cH:50][cH:51]1.[Cl:3][c:4]1[cH:5][c:6]([C:11]([CH2:12][OH:13])([CH3:14])[CH3:15])[cH:7][cH:8][c:9]1[Cl:10].[F:16][c:17]1[cH:18][cH:19][c:20]([O:21][c:22]2[cH:23][c:24]([CH2:25][Br:26])[cH:27][cH:28][cH:29]2)[cH:30][cH:31]1.[H-:1].[Na+:2].[O:33]=[CH:34][N:35]([CH3:36])[CH3:37].[OH2:32]>>[Cl:3][c:4]1[cH:5][c:6]([C:11]([CH2:12][O:13][CH2:25][c:24]2[cH:23][c:22]([O:21][c:20]3[cH:19][cH:18][c:17]([F:16])[cH:31][cH:30]3)[cH:29][cH:28][cH:27]2)([CH3:14])[CH3:15])[cH:7][cH:8][c:9]1[Cl:10]. Starting materials: BrC1=C(C=CC(=C1)F)C1C(=C(NC(=N1)C=1SC=CN1)CN1CC(OCC1)CCC(=O)O)C(=O)OCC (3-(4-((6-(2-bromo-4-fluorophenyl)-5-(ethoxycarbonyl)-2-(thiazol-2-yl)-3,6-dihydropyrimidin-4-yl)methyl)morpholin-2-yl)propanoic acid), Cl.CN (methanamine hydrochloride). The product is BrC1=C(C=CC(=C1)F)C1N=C(NC(=C1C(=O)OCC)CN1CC(OCC1)CCC(=O)NC)C=1SC=CN1 (Ethyl 4-(2-bromo-4-fluorophenyl)-6-((2-(3-(methylamino)-3-oxopropyl)morpholino)methyl)-2-(thiazol-2-yl)-1,4-dihydropyrimidine-5-carboxylate). The yield is 38.2%. RXN SMILES: [Br:1][C:2]1[CH:7]=[C:6]([F:8])[CH:5]=[CH:4][C:3]=1[CH:9]1[N:14]=[C:13]([C:15]2[S:16][CH:17]=[CH:18][N:19]=2)[NH:12][C:11]([CH2:20][N:21]2[CH2:26][CH2:25][O:24][CH:23]([CH2:27][CH2:28][C:29](O)=[O:30])[CH2:22]2)=[C:10]1[C:32]([O:34][CH2:35][CH3:36])=[O:33].Cl.[CH3:38][NH2:39]>>[Br:1][C:2]1[CH:7]=[C:6]([F:8])[CH:5]=[CH:4][C:3]=1[CH:9]1[C:10]([C:32]([O:34][CH2:35][CH3:36])=[O:33])=[C:11]([CH2:20][N:21]2[CH2:26][CH2:25][O:24][CH:23]([CH2:27][CH2:28][C:29]([NH:39][CH3:38])=[O:30])[CH2:22]2)[NH:12][C:13]([C:15]2[S:16][CH:17]=[CH:18][N:19]=2)=[N:14]1 |f:1.2|. Reported procedure: 3-(4-((6-(2-bromo-4-fluorophenyl)-5-(ethoxycarbonyl)-2-(thiazol-2-yl)-3,6-dihydropyrimidin-4-yl)methyl)morpholin-2-yl)propanoic acid (0.69 g, 1.19 mmol) was reacted with methanamine hydrochloride (0.12 g, 1.8 mmol) according to the procedure as described in Example 62, Step B to give the title compound as a yellow solid (0.27 g, 38%). The compound was characterized by the following spectroscopic data: The reactants are O=C(c1ccc(Br)cc1)N1CCCC1CI, CO, CN. The product is CNCC1CCCN1C(=O)c1ccc(Br)cc1. As a reaction SMILES: [Br:1][c:2]1[cH:3][cH:4][c:5]([C:8](=[O:9])[N:10]2[CH:11]([CH2:15][I:16])[CH2:12][CH2:13][CH2:14]2)[cH:6][cH:7]1.[CH3:17][OH:18].[CH3:19][NH2:20]>>[Br:1][c:2]1[cH:3][cH:4][c:5]([C:8](=[O:9])[N:10]2[CH:11]([CH2:15][NH:20][CH3:19])[CH2:12][CH2:13][CH2:14]2)[cH:6][cH:7]1. Yields the product Nc1ccc2c(c1)CCCC(=O)N2CCN1CCCCC1. Starting materials: CCO, O=C1CCCc2cc([N+](=O)[O-])ccc2N1CCN1CCCCC1. RXN SMILES: [CH3:24][CH2:25][OH:26].[N+:1]([O-:2])(=[O:3])[c:4]1[cH:5][c:6]2[c:7]([cH:22][cH:23]1)[N:8]([CH2:14][CH2:15][N:16]1[CH2:17][CH2:18][CH2:19][CH2:20][CH2:21]1)[C:9](=[O:13])[CH2:10][CH2:11][CH2:12]2>>[NH2:1][c:4]1[cH:5][c:6]2[c:7]([cH:22][cH:23]1)[N:8]([CH2:14][CH2:15][N:16]1[CH2:17][CH2:18][CH2:19][CH2:20][CH2:21]1)[C:9](=[O:13])[CH2:10][CH2:11][CH2:12]2. Reaction SMILES: [CH3:1][C:2]([CH3:3])([CH3:4])[O:5][C:6](=[O:7])[NH:8][CH:9]1[CH:10]2[CH2:11][S:12][C:13]([S:31][CH3:32])=[C:14]([C:18](=[O:19])[O:20][CH2:21][c:22]3[cH:23][cH:24][c:25]([N+:26]([O-:27])=[O:28])[cH:29][cH:30]3)[N:15]2[C:16]1=[O:17].[CH3:41][OH:42].[ClH:40].[H:38][H:39].[O:33]1[CH2:34][CH2:35][CH2:36][CH2:37]1>>[CH3:1][C:2]([CH3:3])([CH3:4])[O:5][C:6](=[O:7])[NH:8][CH:9]1[CH:10]2[CH2:11][S:12][C:13]([S:31][CH3:32])=[C:14]([C:18](=[O:19])[OH:20])[N:15]2[C:16]1=[O:17]. Product: CSC1=C(C(=O)O)N2C(=O)C(NC(=O)OC(C)(C)C)C2CS1. The reactants are CSC1=C(C(=O)OCc2ccc([N+](=O)[O-])cc2)N2C(=O)C(NC(=O)OC(C)(C)C)C2CS1, CO, Cl, [H][H], C1CCOC1. Reactants: C[C@H]1NC(C2=C1NC(=C2)B2OC(C(O2)(C)C)(C)C)=O ((R)-6-methyl-2-(4,4,5,5-tetramethyl-1,3,2-dioxaborolan-2-yl)-5,6-dihydropyrrolo[3,4-b]pyrrol-4(1H)-one), N1C2=C(C=C1)C(NC2)=O (5,6-dihydropyrrolo[3,4-b]pyrrol-4(1H)-one). Product: CC1(OB(OC1(C)C)C1=CC2=C(N1)CNC2=O)C (2-(4,4,5,5-tetramethyl-1,3,2-dioxaborolan-2-yl)-5,6-dihydropyrrolo[3,4-b]pyrrol-4(1H)-one). RXN SMILES: C[C@@H:2]1[C:6]2[NH:7][C:8]([B:10]3[O:14][C:13]([CH3:16])([CH3:15])[C:12]([CH3:18])([CH3:17])[O:11]3)=[CH:9][C:5]=2[C:4](=[O:19])[NH:3]1.N1C=CC2C(=O)NCC1=2>>[CH3:15][C:13]1([CH3:16])[C:12]([CH3:17])([CH3:18])[O:11][B:10]([C:8]2[NH:7][C:6]3[CH2:2][NH:3][C:4](=[O:19])[C:5]=3[CH:9]=2)[O:14]1. Reported procedure: This compound as a brown solid was prepared according to the procedure described for intermediate 705, using 5,6-dihydropyrrolo[3,4-b]pyrrol-4(1H)-one (703) as the starting material. m/z (ESI, +ve) 248.7 (M+H)+). Solvent: CO (methanol). The product is 16, CN1C(N(C2=C1C=CC=C2)CC=2C=NC=CC2)=O (1,3-dihydro-1-methyl-3-(3-pyridinylmethyl)-2H-benzimidazol-2-one). Run at time 1 hour. Yield: 39.3%. Procedure: A mixture of 25 parts of 1,3-dihydro-1-methyl-2H-benzimidazol-2-one, 64 parts of sodium methanolate solution 30% and 240 parts of methanol is stirred for one hour at room temperature. Then there are added 27.88 parts of 3-(chloromethyl)pyridine hydrochloride and stirring is continued for 3 hours at reflux temperature. The reaction mixture is cooled and the formed precipitate (sodium chloride) is filtered off. The filtrate is evaporated. The residue is crystallized from a mixture of 4-methyl-2-pe... Reaction SMILES: [CH3:1][N:2]1[C:6]2[CH:7]=[CH:8][CH:9]=[CH:10][C:5]=2[NH:4][C:3]1=[O:11].C[O-].[Na+].Cl.Cl[CH2:17][C:18]1[CH:19]=[N:20][CH:21]=[CH:22][CH:23]=1>CO>[CH3:1][N:2]1[C:6]2[CH:7]=[CH:8][CH:9]=[CH:10][C:5]=2[N:4]([CH2:17][C:18]2[CH:19]=[N:20][CH:21]=[CH:22][CH:23]=2)[C:3]1=[O:11] |f:1.2,3.4|. Reactants: Cl.ClCC=1C=NC=CC1 (3-(chloromethyl)pyridine hydrochloride), 25, CN1C(NC2=C1C=CC=C2)=O (1,3-dihydro-1-methyl-2H-benzimidazol-2-one), C[O-].[Na+] (sodium methanolate).